Dataset: the Open Reaction Database (ORD), a public repository of structured organic reaction records. Task: describe an organic reaction: reactants, conditions, products, and yield The reagents and catalysts are [Pd] (palladium on charcoal). Reactants: ClC1=C(C=C(N=N1)N1CCC(CC1)N1C(NC2=C(CC1)C=C(C=C2)OC)=O)C(=O)C2=CC1=C(NC(O1)=O)C(=C2)C (3-{1-[6-chloro-5-(4-methyl-2-oxo-2,3-dihydro-benzoxazole-6-carbonyl)-pyridazin-3-yl]-piperidin-4-yl}-7-methoxy-1,3,4,5-tetrahydro-benzo[d][1,3]diazepin-2-one), TEA, [H][H] (hydrogen). As a reaction SMILES: Cl[C:2]1[N:7]=[N:6][C:5]([N:8]2[CH2:13][CH2:12][CH:11]([N:14]3[CH2:20][CH2:19][C:18]4[CH:21]=[C:22]([O:25][CH3:26])[CH:23]=[CH:24][C:17]=4[NH:16][C:15]3=[O:27])[CH2:10][CH2:9]2)=[CH:4][C:3]=1[C:28]([C:30]1[CH:39]=[C:38]([CH3:40])[C:33]2[NH:34][C:35](=[O:37])[O:36][C:32]=2[CH:31]=1)=[O:29].[H][H]>[Pd].CO>[OH:29][CH:28]([C:30]1[CH:39]=[C:38]([CH3:40])[C:33]2[NH:34][C:35](=[O:37])[O:36][C:32]=2[CH:31]=1)[C:3]1[CH:4]=[C:5]([N:8]2[CH2:13][CH2:12][CH:11]([N:14]3[CH2:20][CH2:19][C:18]4[CH:21]=[C:22]([O:25][CH3:26])[CH:23]=[CH:24][C:17]=4[NH:16][C:15]3=[O:27])[CH2:10][CH2:9]2)[N:6]=[N:7][CH:2]=1. Reported procedure: A mixture of 0.25 g (0.40 mmol) 3-{1-[6-chloro-5-(4-methyl-2-oxo-2,3-dihydro-benzoxazole-6-carbonyl)-pyridazin-3-yl]-piperidin-4-yl}-7-methoxy-1,3,4,5-tetrahydro-benzo[d][1,3]diazepin-2-one, 0.10 mL (0.71 mmol) TEA and 50 mg palladium on charcoal (Pd/C 10%) in MeOH was hydrogenated for 3 h at 50° C. in a hydrogen atmosphere of 50 psi. After filtration of the reaction mixture the filtrate was evaporated down to approx. 3 mL and mixed with a little ice water. The precipitate formed was suction fil... Solvent: CO (MeOH). Product: OC(C=1C=C(N=NC1)N1CCC(CC1)N1C(NC2=C(CC1)C=C(C=C2)OC)=O)C2=CC1=C(NC(O1)=O)C(=C2)C (3-(1-{5-[hydroxy-(4-methyl-2-oxo-2,3-dihydro-benzoxazol-6-yl)-methyl]-pyridazin-3-yl}-piperidin-4-yl)-7-methoxy-1,3,4,5-tetrahydro-benzo[d][1,3]diazepin-2-one).